From a dataset of the Open Reaction Database (ORD), a public repository of structured organic reaction records. describe an organic reaction: reactants, conditions, products, and yield Procedure: A solution of 40 mg (0.08 mmol) (RS, SR)-2-(3-bromo-benzenesulfonyl)-2-(7-chloro-1,2,3,4-tetrahydro-cyclopenta[b]indol-2-yl)-propionic acid methyl ester (example 103) in toluene was treated with 13 mg (0.13 mmol) of NaOtBu, 2 mg (0.007 mmol) of 2-(di-tbutylphosphino)biphenyl, 0.03 mL (0.4 mmol) of pyrrolidine and 4 mg (0.004 mmol) of tris(dibenzylideneacetone)dipalladium. The resulting suspension was stirred at 80° for 4 hrs, treated with a diluted aqueous NaHCO3-solution and extracted twice wit... Reaction SMILES: [CH3:1][O:2][C:3](=[O:29])[C:4]([S:19]([C:22]1[CH:27]=[CH:26][CH:25]=[C:24](Br)[CH:23]=1)(=[O:21])=[O:20])([CH:6]1[CH2:18][C:9]2[NH:10][C:11]3[CH:12]=[CH:13][C:14]([Cl:17])=[CH:15][C:16]=3[C:8]=2[CH2:7]1)[CH3:5].CC([O-])(C)C.[Na+].[NH:36]1[CH2:40][CH2:39][CH2:38][CH2:37]1.C([O-])(O)=O.[Na+]>C1(C)C=CC=CC=1.C1C=CC(/C=C/C(/C=C/C2C=CC=CC=2)=O)=CC=1.C1C=CC(/C=C/C(/C=C/C2C=CC=CC=2)=O)=CC=1.C1C=CC(/C=C/C(/C=C/C2C=CC=CC=2)=O)=CC=1.[Pd].[Pd]>[CH3:1][O:2][C:3](=[O:29])[C:4]([CH:6]1[CH2:18][C:9]2[NH:10][C:11]3[CH:12]=[CH:13][C:14]([Cl:17])=[CH:15][C:16]=3[C:8]=2[CH2:7]1)([S:19]([C:22]1[CH:27]=[CH:26][CH:25]=[C:24]([N:36]2[CH2:40][CH2:39][CH2:38][CH2:37]2)[CH:23]=1)(=[O:21])=[O:20])[CH3:5] |f:1.2,4.5,7.8.9.10.11|. Reagents/catalysts: C=1C=CC(=CC1)/C=C/C(=O)/C=C/C2=CC=CC=C2.C=1C=CC(=CC1)/C=C/C(=O)/C=C/C2=CC=CC=C2.C=1C=CC(=CC1)/C=C/C(=O)/C=C/C2=CC=CC=C2.[Pd].[Pd] (tris(dibenzylideneacetone)dipalladium). Yield: 35.9%. Run at time 4 hour. Yields the product COC(C(C)(S(=O)(=O)C1=CC(=CC=C1)N1CCCC1)C1CC2=C(NC=3C=CC(=CC23)Cl)C1)=O ((RS, SR)-(7-chloro-1,2,3,4-tetrahydro-cyclopenta[b]indol-2-yl)-2-(3-pyrrolidin-1-yl-benzenesulfonyl)-propionic acid methyl ester). Reactants: COC(C(C)(C1CC2=C(NC=3C=CC(=CC23)Cl)C1)S(=O)(=O)C1=CC(=CC=C1)Br)=O ((RS, SR)-2-(3-bromo-benzenesulfonyl)-2-(7-chloro-1,2,3,4-tetrahydro-cyclopenta[b]indol-2-yl)-propionic acid methyl ester), CC(C)(C)[O-].[Na+] (NaOtBu), 2-(di-tbutylphosphino)biphenyl, N1CCCC1 (pyrrolidine), C(=O)(O)[O-].[Na+] (NaHCO3). Solvent: C1(=CC=CC=C1)C (toluene).